From a dataset of the Open Reaction Database (ORD), a public repository of structured organic reaction records. describe an organic reaction: reactants, conditions, products, and yield Reactants: Cl (hydrochloric acid), C1(=CC=CC=C1)C(C1=CC=CC=C1)OC(=O)C1=C(CS[C@H]2N1C([C@H]2N)=O)SC(SC=2N=NNC2)C(C2=CC=CC=C2)(C2=CC=CC=C2)C2=CC=CC=C2 (7β-amino-3-(trityl-1,2,3-triazol-4-ylthiomethylthio) -3-cephem-4-carboxylic acid diphenylmethyl ester), C(C)(C)(C)OC(=O)NC=1SC=C(N1)/C(/C(=O)O)=N/OC(C)(C)C(=O)OC(C)(C)C ((Z)-2-(2-t-butoxycarbonylaminothiazol -4-yl)-2-(1 t-butoxycarbonyl-1methylethoxyimino)acetic acid), CN1CCOCC1 (N-methylmorpholine), P(=O)(OC1=CC=CC=C1)(Cl)Cl (phenyl dichlorophosphate). Run in O (water), ClCCl (dichloromethane). Conditions: temperature -30 celsius, time 50 minute. The product is C1(=CC=CC=C1)C(C1=CC=CC=C1)OC(=O)C1=C(CS[C@H]2N1C(C2)=O)SC(SC=2N=NNC2)C(C2=CC=CC=C2)(C2=CC=CC=C2)C2=CC=CC=C2 (3-(trityl-1,2,3-triazol-4-ylthiomethylthio) -3-cephem-4carboxylic acid diphenylmethyl ester). Yield: 109.2%. As a reaction SMILES: [C:1]1([CH:7]([O:14][C:15]([C:17]2[N:22]3[C:23](=[O:26])[C@@H:24](N)[C@H:21]3[S:20][CH2:19][C:18]=2[S:27][CH:28]([C:35]([C:48]2[CH:53]=[CH:52][CH:51]=[CH:50][CH:49]=2)([C:42]2[CH:47]=[CH:46][CH:45]=[CH:44][CH:43]=2)[C:36]2[CH:41]=[CH:40][CH:39]=[CH:38][CH:37]=2)[S:29][C:30]2[N:31]=[N:32][NH:33][CH:34]=2)=[O:16])[C:8]2[CH:13]=[CH:12][CH:11]=[CH:10][CH:9]=2)[CH:6]=[CH:5][CH:4]=[CH:3][CH:2]=1.C(OC(NC1SC=C(/C(=N/OC(C(OC(C)(C)C)=O)(C)C)/C(O)=O)N=1)=O)(C)(C)C.CN1CCOCC1.P(Cl)(Cl)(OC1C=CC=CC=1)=O.Cl>ClCCl.O>[C:1]1([CH:7]([O:14][C:15]([C:17]2[N:22]3[C:23](=[O:26])[CH2:24][C@H:21]3[S:20][CH2:19][C:18]=2[S:27][CH:28]([C:35]([C:48]2[CH:53]=[CH:52][CH:51]=[CH:50][CH:49]=2)([C:42]2[CH:43]=[CH:44][CH:45]=[CH:46][CH:47]=2)[C:36]2[CH:37]=[CH:38][CH:39]=[CH:40][CH:41]=2)[S:29][C:30]2[N:31]=[N:32][NH:33][CH:34]=2)=[O:16])[C:8]2[CH:13]=[CH:12][CH:11]=[CH:10][CH:9]=2)[CH:6]=[CH:5][CH:4]=[CH:3][CH:2]=1. Procedure details: To a solution of 7β-amino-3-(trityl-1,2,3-triazol-4-ylthiomethylthio) -3-cephem-4-carboxylic acid diphenylmethyl ester (800 mg : 1.06 mMol.) and (Z)-2-(2-t-butoxycarbonylaminothiazol -4-yl)-2-(1 t-butoxycarbonyl-1methylethoxyimino)acetic acid (479 mg : 1.12 mMol.) in dichloromethane (8 ml) cooling at -30° C., are added N-methylmorpholine (0.27 ml) (2.46 mMol.) and phenyl dichlorophosphate (0.19 ml : 1.27 mMol.), and the mixture is stirred at -30° C. for 50 minutes. The reaction mixture is mixed ... Starting materials: C(=O)=O (Carbon dioxide), ClC=1C(=NC=CC1)N1N=C(N=C1)C(F)(F)F (3-chloro-2-(3-trifluoromethyl-1H-1,2,4-triazol-1-yl)pyridine), O1CCCC1 (tetrahydrofuran), C(C)(C)[N-]C(C)C.[Li+] (lithium diisopropylamide). Run in CCCCCCC.O1CCCC1.C(C)C1=CC=CC=C1 (heptane tetrahydrofuran ethylbenzene). Conditions: temperature -78 celsius, time 15 minute. The product is ClC=1C(=NC=CC1)N1N=C(N=C1C(=O)O)C(F)(F)F (1-(3-chloro-2-pyridinyl)-3-trifluoromethyl-1H-1,2,4-triazole 5-carboxylic acid). Reaction SMILES: [Cl:1][C:2]1[C:3]([N:8]2[CH:12]=[N:11][C:10]([C:13]([F:16])([F:15])[F:14])=[N:9]2)=[N:4][CH:5]=[CH:6][CH:7]=1.O1CCCC1.C([N-]C(C)C)(C)C.[Li+].[C:30](=[O:32])=[O:31]>CCCCCCC.O1CCCC1.C(C1C=CC=CC=1)C>[Cl:1][C:2]1[C:3]([N:8]2[C:12]([C:30]([OH:32])=[O:31])=[N:11][C:10]([C:13]([F:16])([F:14])[F:15])=[N:9]2)=[N:4][CH:5]=[CH:6][CH:7]=1 |f:2.3,5.6.7|. Procedure details: To a mixture of 0.25 g of 3-chloro-2-(3-trifluoromethyl-1H-1,2,4-triazol-1-yl)pyridine and 5 ml of tetrahydrofuran was added dropwise 0.50 ml of a 2.0M lithium diisopropylamide solution in heptane/tetrahydrofuran/ethylbenzene at −78° C. and the mixture was stirred at −78° C. for 15 minutes. Carbon dioxide was introduced into the mixture at such a rate that an inner temperature was maintained at −60° C. or lower and, after the mixture turned yellow, the mixture was further stirred at −78° C. for ...